This data is from the Open Reaction Database (ORD), a public repository of structured organic reaction records. The task is: describe an organic reaction: reactants, conditions, products, and yield Starting materials: N1=CN=C(C=C1)C=1N=C2N(CCCCC2)C(C1)=O (2-pyrimidin-4-yl-7,8,9,10-tetrahydro-6H-pyrimido[1,2-α]azepin-4-one), C[Si](C)(C)[N-][Si](C)(C)C.[Li+] (lithium bis(trimethylsilyl)amide), BrN1C(CCC1=O)=O (N-bromo-succinimide). Run in O1CCCC1 (tetrahydrofuran), O1CCCC1 (tetrahydrofuran), [Cl-].[NH4+] (ammonium chloride), C(C)(=O)OCC (ethyl acetate). Run at temperature -50 celsius, time 10 minute. Yields the product BrC1C=2N(CCCC1)C(C=C(N2)C2=NC=NC=C2)=O ((+/−)-10-Bromo-2-pyrimidin-4-yl-7,8,9,10-tetrahydro-6H-pyrimido[1,2-α]azepin-4-one). The yield is 30.9%. Reaction SMILES: [N:1]1[CH:6]=[CH:5][C:4]([C:7]2[N:8]=[C:9]3[CH2:15][CH2:14][CH2:13][CH2:12][CH2:11][N:10]3[C:16](=[O:18])[CH:17]=2)=[N:3][CH:2]=1.C[Si]([N-][Si](C)(C)C)(C)C.[Li+].[Br:29]N1C(=O)CCC1=O>O1CCCC1.[Cl-].[NH4+].C(OCC)(=O)C>[Br:29][CH:15]1[CH2:14][CH2:13][CH2:12][CH2:11][N:10]2[C:16](=[O:18])[CH:17]=[C:7]([C:4]3[CH:5]=[CH:6][N:1]=[CH:2][N:3]=3)[N:8]=[C:9]12 |f:1.2,5.6|. Procedure: To a solution of 1.00 g (4.13 mmol) of 2-pyrimidin-4-yl-7,8,9,10-tetrahydro-6H-pyrimido[1,2-α]azepin-4-one (step 4.1 of example 4) in 35 mL of dry tetrahydrofuran at −50° C., was added 8.25 mL (8.25 mmol) of lithium bis(trimethylsilyl)amide (1M in tetrahydrofuran). The resulting mixture was stirred at −50° C. for 10 min. 0.808 g (4.54 mmol) of N-bromo-succinimide dissolved in 5 mL of tetrahydrofuran was added at −50° C. the resulting mixture was stirred for 1 hours. The mixture was dissolved in ...